describe an organic reaction: reactants, conditions, products, and yield From a dataset of the Open Reaction Database (ORD), a public repository of structured organic reaction records. The product is Clc1ccnc(Oc2ccccc2Cl)n1. As a reaction SMILES: [CH2:26]1[O:27][CH2:28][CH2:29][CH2:30]1.[CH3:9][C:10]([CH3:11])([O-:12])[CH3:13].[Cl:15][c:16]1[n:17][c:18]([S:22]([CH3:23])(=[O:24])=[O:25])[n:19][cH:20][cH:21]1.[K+:14].[OH:1][c:2]1[cH:3][cH:4][cH:5][cH:6][c:7]1[Cl:8]>>[O:1]([c:2]1[cH:3][cH:4][cH:5][cH:6][c:7]1[Cl:8])[c:18]1[n:17][c:16]([Cl:15])[cH:21][cH:20][n:19]1. The reactants are C1CCOC1, CC(C)(C)[O-], CS(=O)(=O)c1nccc(Cl)n1, [K+], Oc1ccccc1Cl. The reactants are CN1C(=O)N(C(=O)C=C1)C (1,3-Dimethyluracil), ClS(=O)(=O)O (chlorosulfonic acid). Yields the product CN1C(N(C(C(=C1)S(=O)(=O)Cl)=O)C)=O (1,3-Dimethyl-2,4-dioxo-5-pyrimidinesulfonyl Chloride). Yield: 79.2%. Reaction SMILES: [CH3:1][N:2]1[CH:9]=[CH:8][C:6](=[O:7])[N:5]([CH3:10])[C:3]1=[O:4].[Cl:11][S:12](O)(=[O:14])=[O:13]>>[CH3:1][N:2]1[CH:9]=[C:8]([S:12]([Cl:11])(=[O:14])=[O:13])[C:6](=[O:7])[N:5]([CH3:10])[C:3]1=[O:4]. Procedure details: 1,3-Dimethyluracil (411 g, 2.93M) was added portionwise over 30 minutes to chlorosulfonic acid (5480 g, 47.0M) with stirring at room temperature. The exotherm was allowed to proceed to 50° C. without cooling. Upon completion of addition, the reaction was heated gradually to reflux (~154° C.) for 2 hours. Upon cooling the reaction was cautiously poured onto ice. The resultant solid was filtered off, washed thoroughly with water and dried in vacuo at 40° C. for 16 hours. An off-white solid (554 g,... Product: CCCCCCCCCCC(CCCCCNc1ccc(C(=O)OCC)cc1)N=[N+]=[N-]. RXN SMILES: [CH3:1][S:2]([O:3][CH:6]([CH2:7][CH2:8][CH2:9][CH2:10][CH2:11][NH:12][c:13]1[cH:14][cH:15][c:16]([C:17](=[O:18])[O:19][CH2:20][CH3:21])[cH:22][cH:23]1)[CH2:24][CH2:25][CH2:26][CH2:27][CH2:28][CH2:29][CH2:30][CH2:31][CH2:32][CH3:33])(=[O:4])=[O:5].[CH3:67][N:68]([CH3:69])[CH:70]=[O:71].[N-:35]=[N+:36]=[N-:37].[N:38]([CH:39]([CH2:40][CH2:41][CH2:42][CH2:43][CH2:44][CH2:45][CH2:46][CH2:47][CH2:48][CH3:49])[CH2:50][CH2:51][CH2:52][CH2:53][CH2:54][NH:55][c:56]1[cH:57][cH:58][c:59]([C:60]([OH:61])=[O:62])[cH:63][cH:64]1)=[N+:65]=[N-:66].[Na+:34]>>[CH:6]([CH2:7][CH2:8][CH2:9][CH2:10][CH2:11][NH:12][c:13]1[cH:14][cH:15][c:16]([C:17](=[O:18])[O:19][CH2:20][CH3:21])[cH:22][cH:23]1)([CH2:24][CH2:25][CH2:26][CH2:27][CH2:28][CH2:29][CH2:30][CH2:31][CH2:32][CH3:33])[N:35]=[N+:36]=[N-:37]. Reactants: CCCCCCCCCCC(CCCCCNc1ccc(C(=O)OCC)cc1)OS(C)(=O)=O, CN(C)C=O, [N-]=[N+]=[N-], CCCCCCCCCCC(CCCCCNc1ccc(C(=O)O)cc1)N=[N+]=[N-], [Na+]. Reactants: CC(C)[Si](C(C)C)(C(C)C)n1ccc2cc(Br)ccc21, [Li]C(C)(C)C, CON(C)C(=O)C1CCN(C(=O)OC(C)(C)C)C1, C1CCOC1. The product is CC(C)[Si](C(C)C)(C(C)C)n1ccc2cc(C(=O)C3CCN(C(=O)OC(C)(C)C)C3)ccc21. RXN SMILES: [Br:6][c:7]1[cH:8][c:9]2[cH:10][cH:11][n:12]([Si:16]([CH:17]([CH3:18])[CH3:19])([CH:20]([CH3:21])[CH3:22])[CH:23]([CH3:24])[CH3:25])[c:13]2[cH:14][cH:15]1.[C:1]([Li:2])([CH3:3])([CH3:4])[CH3:5].[C:26]([CH3:27])([CH3:28])([CH3:29])[O:30][C:31](=[O:32])[N:33]1[CH2:34][CH:35]([C:38]([N:39]([O:40][CH3:41])[CH3:42])=[O:43])[CH2:36][CH2:37]1.[CH2:44]1[O:45][CH2:46][CH2:47][CH2:48]1>>[c:7]1([C:38]([CH:35]2[CH2:34][N:33]([C:31]([O:30][C:26]([CH3:27])([CH3:28])[CH3:29])=[O:32])[CH2:37][CH2:36]2)=[O:43])[cH:8][c:9]2[cH:10][cH:11][n:12]([Si:16]([CH:17]([CH3:18])[CH3:19])([CH:20]([CH3:21])[CH3:22])[CH:23]([CH3:24])[CH3:25])[c:13]2[cH:14][cH:15]1. The reactants are ClC1=C(C=CC(=C1)O)C(C(C(F)(F)F)(O)C=1C=C(C(N(C1)C)=O)C)C (5-[2-(2-chloro-4-hydroxy-phenyl)-1-hydroxy-1-trifluoromethyl-propyl]-1,3-dimethyl-1H-pyridin-2-one), potassium tert.-butylate, C(C)OC(C1=C(N=C(C=C1)Cl)C(F)(F)F)=O (6-chloro-2-trifluoromethyl-nicotinic acid ethyl ester), [Li+].[OH-] (LiOH), Cl (HCl). Solvent: CN(C(C)=O)C (N,N-dimethylacetamide). Conditions: time 1.5 hour. Yields the product ClC=1C=C(OC2=NC(=C(C(=O)O)C=C2)C(F)(F)F)C=CC1C(C(C(F)(F)F)(O)C1=CN(C(C(=C1)C)=O)C)C (6-{3-Chloro-4-[2-(1,5-dimethyl-6-oxo-1,6-dihydro-pyridin-3-yl)-3,3,3-trifluoro-2-hydroxy-1-methyl-propyl]-phenoxy}-2-trifluoromethyl-nicotinic acid). As a reaction SMILES: [Cl:1][C:2]1[CH:7]=[C:6]([OH:8])[CH:5]=[CH:4][C:3]=1[CH:9]([CH3:25])[C:10]([C:16]1[CH:17]=[C:18]([CH3:24])[C:19](=[O:23])[N:20]([CH3:22])[CH:21]=1)([OH:15])[C:11]([F:14])([F:13])[F:12].C([O:28][C:29](=[O:41])[C:30]1[CH:35]=[CH:34][C:33](Cl)=[N:32][C:31]=1[C:37]([F:40])([F:39])[F:38])C.[Li+].[OH-].Cl>CN(C)C(=O)C>[Cl:1][C:2]1[CH:7]=[C:6]([CH:5]=[CH:4][C:3]=1[CH:9]([CH3:25])[C:10]([C:16]1[CH:17]=[C:18]([CH3:24])[C:19](=[O:23])[N:20]([CH3:22])[CH:21]=1)([OH:15])[C:11]([F:13])([F:14])[F:12])[O:8][C:33]1[CH:34]=[CH:35][C:30]([C:29]([OH:41])=[O:28])=[C:31]([C:37]([F:38])([F:40])[F:39])[N:32]=1 |f:2.3|. Reported procedure: To a solution of 5-[2-(2-chloro-4-hydroxy-phenyl)-1-hydroxy-1-trifluoromethyl-propyl]-1,3-dimethyl-1H-pyridin-2-one (Example 203, step 5, 60 mg) in N,N-dimethylacetamide (2 ml) were added potassium-tert.-butylate (21.5 mg) and 6-chloro-2-trifluoromethyl-nicotinic acid ethyl ester (81 mg). The mixture was stirred at room temperature for 1.5 h. A 0.2 M aqueous LiOH solution (4.79 ml) was added and the mixture was stirred at room temperature for 3 h and then cooled in an ice bath. The mixture was a... Starting materials: CCN=C=NCCCN(C)C, CNCC(=O)OC, CCN(C(C)C)C(C)C, Cl, CN(C)C=O, O, On1nnc2ccccc21, O=C(O)c1ccc(-c2ccccc2)cc1. The product is COC(=O)CN(C)C(=O)c1ccc(-c2ccccc2)cc1. As a reaction SMILES: [CH3:35][CH2:36][N:37]=[C:38]=[N:39][CH2:40][CH2:41][CH2:42][N:43]([CH3:44])[CH3:45].[CH3:47][O:48][C:49]([CH2:50][NH:51][CH3:52])=[O:53].[CH:1]([N:2]([CH2:3][CH3:4])[CH:5]([CH3:6])[CH3:7])([CH3:8])[CH3:9].[ClH:46].[O:54]=[CH:55][N:56]([CH3:57])[CH3:58].[OH2:59].[OH:25][n:26]1[c:27]2[c:28]([cH:29][cH:30][cH:31][cH:32]2)[n:33][n:34]1.[c:10]1(-[c:19]2[cH:20][cH:21][cH:22][cH:23][cH:24]2)[cH:11][cH:12][c:13]([C:16](=[O:17])[OH:18])[cH:14][cH:15]1>>[c:10]1(-[c:19]2[cH:20][cH:21][cH:22][cH:23][cH:24]2)[cH:11][cH:12][c:13]([C:16](=[O:18])[N:51]([CH2:50][C:49]([O:48][CH3:47])=[O:53])[CH3:52])[cH:14][cH:15]1. Reactants: FC(C=1C=CC(=NC1)OC1=CC=C(C=O)C=C1)(F)F (4-(5-trifluoromethyl-pyridin-2-yloxy)-benzaldehyde), C(C)(=O)[O-].[NH4+] (ammonium acetate), [N+](=O)([O-])C (nitromethane). Reaction conditions: temperature 95 celsius, time 8 hour. The product is [N+](=O)([O-])C=CC1=CC=C(OC2=NC=C(C=C2)C(F)(F)F)C=C1 (2-[4-(2-nitro-vinyl)-phenoxy]-5-trifluoromethyl-pyridine). Yield: 56.0%. Reaction SMILES: [F:1][C:2]([F:19])([F:18])[C:3]1[CH:4]=[CH:5][C:6]([O:9][C:10]2[CH:17]=[CH:16][C:13]([CH:14]=O)=[CH:12][CH:11]=2)=[N:7][CH:8]=1.C([O-])(=O)C.[NH4+].[N+:25]([CH3:28])([O-:27])=[O:26]>>[N+:25]([CH:28]=[CH:14][C:13]1[CH:16]=[CH:17][C:10]([O:9][C:6]2[CH:5]=[CH:4][C:3]([C:2]([F:19])([F:18])[F:1])=[CH:8][N:7]=2)=[CH:11][CH:12]=1)([O-:27])=[O:26] |f:1.2|. Reported procedure: Entire reaction was performed under argon using syringe septa technique. 4-(5-trifluoromethyl-pyridin-2-yloxy)-benzaldehyde (2.170 mmol, 1 eq) and ammonium acetate (1.736 mmol, 0.8 eq) were dissolved in nitromethane (3 ml) and reaction mixture was stirred at 95° C. overnight. The volatile was removed in vacuo and the residue was partitioned between DCM and water. Organic layers were combined, washed with brine, dried over MgSO4, filtered and evaporated giving 2-[4-(2-nitro-vinyl)-phenoxy]-5-trif... The reactants are C(C1=CC=CC=C1)=C1C[C@H](N(C1)C(=O)OC(C)(C)C)C(=O)O ((2S,4EZ)-4-benzylidene-1-(tert-butoxycarbonyl)-2-pyrrolidinecarboxylic acid), N(=C=O)C1=CC(=CC=C1)C (1-isocyanato-3-methylbenzene), C(C1=CC=CC=C1)NC (N-benzyl-N-methylamine). Yields the product C(C1=CC=CC=C1)N(C(=O)[C@H]1N(CC(C1)=CC1=CC=CC=C1)C(=O)NC1=CC(=CC=C1)C)C ((2S,4EZ)-N2-benzyl-4-benzylidene-N2-methyl-N1-(3-methylphenyl)-1,2-pyrrolidinedicarboxamide). RXN SMILES: [CH:1](=[C:8]1[CH2:12][N:11]([C:13]([O:15]C(C)(C)C)=O)[C@H:10]([C:20]([OH:22])=O)[CH2:9]1)[C:2]1[CH:7]=[CH:6][CH:5]=[CH:4][CH:3]=1.[N:23]([C:26]1[CH:31]=[CH:30][CH:29]=[C:28]([CH3:32])[CH:27]=1)=C=O.[CH2:33]([NH:40][CH3:41])[C:34]1[CH:39]=[CH:38][CH:37]=[CH:36][CH:35]=1>>[CH2:33]([N:40]([CH3:41])[C:20]([C@@H:10]1[CH2:9][C:8](=[CH:1][C:2]2[CH:3]=[CH:4][CH:5]=[CH:6][CH:7]=2)[CH2:12][N:11]1[C:13]([NH:23][C:26]1[CH:31]=[CH:30][CH:29]=[C:28]([CH3:32])[CH:27]=1)=[O:15])=[O:22])[C:34]1[CH:39]=[CH:38][CH:37]=[CH:36][CH:35]=1. Procedure: Following the general method as outlined in Example 22, starting from (2S,4EZ)-4-benzylidene-1-(tert-butoxycarbonyl)-2-pyrrolidinecarboxylic acid, 1-isocyanato-3-methylbenzene, and N-benzyl-N-methylamine the title compound was obtained in 68% purity by LC/MS. MS(ESI+): m/z=440.2.